From a dataset of the Open Reaction Database (ORD), a public repository of structured organic reaction records. describe an organic reaction: reactants, conditions, products, and yield Reactants: BrCC=C(C)C (1-bromo-3-methyl-2-butene), OC1=CC=C(C=C1)C(C)(C)C1=CC=C(C=C1)O (bisphenol A), C([O-])([O-])=O.[K+].[K+] (potassium carbonate), [I-].[K+] (potassium iodide). Run in CSC (DMS). Reaction conditions: temperature 40 celsius, time 10 hour. The product is CC(=CCOC1=CC=C(C=C1)C(C)(C)C1=CC=C(C=C1)OCC=C(C)C)C (bisphenol A bis(3-methyl-2-butenyl) ether). Yield: 80.7%. As a reaction SMILES: Br[CH2:2][CH:3]=[C:4]([CH3:6])[CH3:5].O[C:8]1[CH:13]=[CH:12][C:11]([C:14]([C:17]2[CH:22]=[CH:21][C:20]([OH:23])=[CH:19][CH:18]=2)([CH3:16])[CH3:15])=[CH:10][CH:9]=1.[C:24](=[O:27])([O-])[O-].[K+].[K+].[I-].[K+]>CSC>[CH3:5][C:4]([CH3:6])=[CH:3][CH2:2][O:23][C:20]1[CH:21]=[CH:22][C:17]([C:14]([C:11]2[CH:12]=[CH:13][C:8]([O:27][CH2:24][CH:3]=[C:4]([CH3:6])[CH3:5])=[CH:9][CH:10]=2)([CH3:16])[CH3:15])=[CH:18][CH:19]=1 |f:2.3.4,5.6|. Procedure: After a 300-ml flask was charged with 17.9 g (0.12 mol) of 1-bromo-3-methyl-2-butene and 11.4 g (0.05 mol) of bisphenol A to dissolve them in 100 ml of DMS, 16.6 g (0.12 mol) of anhydrous potassium carbonate and 19.9 g (0.12 mol) of potassium iodide were added, and the mixture was stirred for 10 hours at 40° C. Thereafter, the reaction mixture was cooled, and salts formed were removed by filtration, and the filtrate was concentrated. The resultant crude product was dissolved in 100 ml of dichlor... Starting materials: C(C)(C)(C)OC(=O)NC1=C(C=CC=C1)B(O)O (2-(tert-butoxycarbonylamino)phenylboronic acid), BrC=1C(=NC(=CC1)C)C#N (3-bromo-6-methylpicolinonitrile), tetrakis(triphenyl-phosphine)palladium, C([O-])([O-])=O.[K+].[K+] (potassium carbonate). Solvent: CO (methanol), ClCCl (dichloromethane), O (water), C1(=CC=CC=C1)C (toluene). Reaction conditions: temperature 100 celsius, time 8 hour. Yields the product CC1=NC2=C(N=C3C(=C2C=C1)C=CC=C3)N (3-methylbenzo[f][1,7]naphthyridin-5-amine). RXN SMILES: C(OC([NH:8][C:9]1[CH:14]=[CH:13][CH:12]=[CH:11][C:10]=1B(O)O)=O)(C)(C)C.Br[C:19]1[C:20]([C:26]#[N:27])=[N:21][C:22]([CH3:25])=[CH:23][CH:24]=1.C(=O)([O-])[O-].[K+].[K+]>C1(C)C=CC=CC=1.CO.ClCCl.O>[CH3:25][C:22]1[CH:23]=[CH:24][C:19]2[C:20](=[C:26]([NH2:27])[N:8]=[C:9]3[CH:14]=[CH:13][CH:12]=[CH:11][C:10]3=2)[N:21]=1 |f:2.3.4|. Procedure details: A solution of 2-(tert-butoxycarbonylamino)phenylboronic acid (1.0 eq.) and 3-bromo-6-methylpicolinonitrile (from step 2) (1.0 eq.) in toluene (0.44 M) was mixed with tetrakis(triphenyl-phosphine)palladium (5 mol %) and 2N aqueous potassium carbonate solution (2.0 eq.). The reaction was heated to 100° C. and stirred overnight. After cooling to ambient temperature, the reaction content was diluted with 2% methanol in dichloromethane and water. The two phases were separated, and the aqueous layer w...